From a dataset of the Open Reaction Database (ORD), a public repository of structured organic reaction records. describe an organic reaction: reactants, conditions, products, and yield Reactants: Cl (HCl), [OH-].[Na+] (NaOH), FC1=C(COC(=O)N2[C@@H](CN(CC2)C(=O)OC(C)(C)C)CC)C(=CC=C1C)F ((R)-2-Ethyl-piperazine-1,4-dicarboxylic acid 4-tert-butyl ester 1-(2,6-difluoro-3-methyl-benzyl) ester), O (water). Solvent: O1CCOCC1 (dioxane), CO (methanol). Reaction conditions: time 18 hour. Product: FC1=C(COC(=O)N2[C@@H](CNCC2)CC)C(=CC=C1C)F ((R)-2-Ethyl-piperazine-1-carboxylic acid 2,6-difluoro-3-methyl-benzyl ester). Isolated yield 100.2%. As a reaction SMILES: [F:1][C:2]1[C:26]([CH3:27])=[CH:25][CH:24]=[C:23]([F:28])[C:3]=1[CH2:4][O:5][C:6]([N:8]1[CH2:13][CH2:12][N:11](C(OC(C)(C)C)=O)[CH2:10][C@H:9]1[CH2:21][CH3:22])=[O:7].Cl.O.[OH-].[Na+]>CO.O1CCOCC1>[F:1][C:2]1[C:26]([CH3:27])=[CH:25][CH:24]=[C:23]([F:28])[C:3]=1[CH2:4][O:5][C:6]([N:8]1[CH2:13][CH2:12][NH:11][CH2:10][C@H:9]1[CH2:21][CH3:22])=[O:7] |f:3.4|. Procedure details: (R)-2-Ethyl-piperazine-1,4-dicarboxylic acid 4-tert-butyl ester 1-(2,6-difluoro-3-methyl-benzyl) ester (160 mg) was dissolved in methanol (3 mL), 500 μL 4 N HCl in dioxane was added and the mixture was stirred for 18 h at room temperature. The mixture was added to water (10 mL) made alkaline with 1 N NaOH and extracted with ethylacetate. Organic phases were pooled, dried with Na2SO4 and evaporated to give the product as a yellowish oil (120 mg); MS (ISP): 299.4 (M+H)+. Starting materials: [H-].[Na+] (sodium hydride), O (water), OCC1=CCCCO1 (6-hydroxymethyl-3,4-dihydro-2H-pyran), C(C1=CC=CC=C1)Cl (benzyl chloride). The solvent is CN(C=O)C (dimethylformamide), CN(C=O)C (dimethylformamide). Conditions: time 1 hour. The product is C(C1=CC=CC=C1)OCC1=CCCCO1 (6-Benzyloxymethyl-3,4-dihydro-2H-pyran). Isolated yield 92.0%. RXN SMILES: [OH:1][CH2:2][C:3]1[O:8][CH2:7][CH2:6][CH2:5][CH:4]=1.[H-].[Na+].[CH2:11](Cl)[C:12]1[CH:17]=[CH:16][CH:15]=[CH:14][CH:13]=1.O>CN(C)C=O>[CH2:11]([O:1][CH2:2][C:3]1[O:8][CH2:7][CH2:6][CH2:5][CH:4]=1)[C:12]1[CH:17]=[CH:16][CH:15]=[CH:14][CH:13]=1 |f:1.2|. Procedure: A solution of 5.71 g of 6-hydroxymethyl-3,4-dihydro-2H-pyran dissolved in 100 ml of dimethylformamide was added dropwise to a mixture of 2.18 g of sodium hydride (as a 55% w/w dispersion in mineral oil) and dimethylformamide, whilst ice-cooling. The mixture was then stirred at room temperature for 1 hour, after which 6.33 g of benzyl chloride were added to it. The mixture was stirred for 16 hours, after which it was poured into 1 liter of water. The resulting mixture was then extracted twice wit...